This data is from the Open Reaction Database (ORD), a public repository of structured organic reaction records. The task is: describe an organic reaction: reactants, conditions, products, and yield Reactants: C(C)(C)(C)OC(NCCOC=1C=C(C=2C(NC3=CC=C(C1C23)F)=O)C=2NC=CC2)=O ([2-[6-fluoro-2-oxo-3-(1H-pyrrol-2-yl)-1,2-dihydro-benzo[cd]indol-5-yloxy]-ethyl]-carbamic acid tert-butyl ester), FC(C(=O)O)(F)F (trifluoroacetic acid). The solvent is C(Cl)Cl (CH2Cl2). Run at time 30 minute. The product is NCCOC=1C=C(C=2C(NC3=CC=C(C1C23)F)=O)C=2NC=CC2 (5-(2-amino-ethoxy)-6-fluoro-3-(1H-pyrrol-2-yl)-1H-benzo[cd]indol-2-one). RXN SMILES: C(OC(=O)[NH:7][CH2:8][CH2:9][O:10][C:11]1[CH:12]=[C:13]([C:25]2[NH:26][CH:27]=[CH:28][CH:29]=2)[C:14]2[C:15](=[O:24])[NH:16][C:17]3[C:22]=2[C:21]=1[C:20]([F:23])=[CH:19][CH:18]=3)(C)(C)C.FC(F)(F)C(O)=O>C(Cl)Cl>[NH2:7][CH2:8][CH2:9][O:10][C:11]1[CH:12]=[C:13]([C:25]2[NH:26][CH:27]=[CH:28][CH:29]=2)[C:14]2[C:15](=[O:24])[NH:16][C:17]3[C:22]=2[C:21]=1[C:20]([F:23])=[CH:19][CH:18]=3. Procedure: To a solution of [2-[6-fluoro-2-oxo-3-(1H-pyrrol-2-yl)-1,2-dihydro-benzo[cd]indol-5-yloxy]-ethyl]-carbamic acid tert-butyl ester (from Example 18 above) (16.5 mg, 0.2 mmol) in CH2Cl2 (1 mL) was added trifluoroacetic acid (0.5 mL) at room temperature. After stirring at room temperature for 30 minutes, the reaction mixture was quenched with 1.0 N NaOH (2.0 mL) and extracted with ethyl acetate (3×30 mL). The combined organic extracts were successively washed with water (10 mL) and brine (10 mL), dr... Reactants: N1=CC=CC=C1 (Pyridine), Cl (HCl), COC(=O)C1=NC(=C2N=CN(C2=N1)[C@H]1C=C[C@H](C1)O)N[C@@H](CC1=CC=CC=C1)CO (9-((1R,4S)-4-Hydroxy-cyclopent-2-enyl)-6-((S)-1-hydroxymethyl-2-phenyl-ethylamino)-9H-purine-2-carboxylic acid methyl ester), ClC(=O)OCC (Ethyl chloroformate). Run in C1CCOC1 (THF), CCOC(=O)C (EtOAc). Run at temperature 0 celsius, time 2 hour. Product: COC(=O)C1=NC(=C2N=CN(C2=N1)[C@H]1C=C[C@H](C1)OC(=O)OCC)N[C@@H](CC1=CC=CC=C1)CO (9-((1R,4S)-4-Ethoxycarbonyloxy-cyclopent-2-enyl)-6-((S)-1-hydroxymethyl-2-phenyl-ethylamino)-9H-purine-2-carboxylic acid methyl ester). Reaction SMILES: [CH3:1][O:2][C:3]([C:5]1[N:13]=[C:12]2[C:8]([N:9]=[CH:10][N:11]2[C@@H:14]2[CH2:18][C@H:17]([OH:19])[CH:16]=[CH:15]2)=[C:7]([NH:20][C@H:21]([CH2:29][OH:30])[CH2:22][C:23]2[CH:28]=[CH:27][CH:26]=[CH:25][CH:24]=2)[N:6]=1)=[O:4].N1C=CC=CC=1.Cl[C:38]([O:40][CH2:41][CH3:42])=[O:39].Cl>C1COCC1.CCOC(C)=O>[CH3:1][O:2][C:3]([C:5]1[N:13]=[C:12]2[C:8]([N:9]=[CH:10][N:11]2[C@@H:14]2[CH2:18][C@H:17]([O:19][C:38]([O:40][CH2:41][CH3:42])=[O:39])[CH:16]=[CH:15]2)=[C:7]([NH:20][C@H:21]([CH2:29][OH:30])[CH2:22][C:23]2[CH:24]=[CH:25][CH:26]=[CH:27][CH:28]=2)[N:6]=1)=[O:4]. Procedure: 9-((1R,4S)-4-Hydroxy-cyclopent-2-enyl)-6-((S)-1-hydroxymethyl-2-phenyl-ethylamino)-9H-purine-2-carboxylic acid methyl ester (Intermediate WA) is dissolved in THF (dry). Pyridine is added and the reaction mixture is cooled to 0° C. Ethyl chloroformate is added dropwise keeping the temperature below 10° C. The reaction mixture is warmed to RT and stirred for 2 hours. The reaction mixture is reduced in vacuo and portioned between EtOAc and (1 M) HCl(aq). The organics are washed with water, brine, d... Starting materials: ClC1=NC=CN=C1N1CCNCC1 (2-Chloro-3-(1-piperazinyl)pyrazine), ClN1C(CCC1=O)=O (N-chlorosuccinimid). The solvent is C(Cl)(Cl)Cl (CHCl3). Product: ClC=1C(=NC=C(N1)Cl)N1CCNCC1 (3,5-Dichloro-2-(1-piperazinyl)pyrazine). Isolated yield 44.7%. RXN SMILES: [Cl:1][C:2]1[C:7]([N:8]2[CH2:13][CH2:12][NH:11][CH2:10][CH2:9]2)=[N:6][CH:5]=[CH:4][N:3]=1.[Cl:14]N1C(=O)CCC1=O>C(Cl)(Cl)Cl>[Cl:1][C:2]1[C:7]([N:8]2[CH2:9][CH2:10][NH:11][CH2:12][CH2:13]2)=[N:6][CH:5]=[C:4]([Cl:14])[N:3]=1. Reported procedure: To a suspension of 2-chloro-3-(1-piperazinyl)pyrazine (11.7 g, 58.7 mmol; from Example 90, Step 1) in CHCl3 (50 mL) was N-chlorosuccinimid (14.4 g, 108 mmol) added and the mixture was heated at reflux for 30 minutes. The reaction mixture was cooled to ambient temperature and extracted twice with water. The combined aqueous phases were made alkaline (11 M NaOH), saturated with NaCl, cooled, and extracted with EtOAc (×3). Concentration of the combined, dried (MgSO4), organic phases afforded 6.12 g... Reactants: O=C1OC=2C(=NC=CC2)N1[C@@H]1C[C@H](C1)NC(OCC1=CC=CC=C1)=O (benzyl (trans-3-(2-oxooxazolo[4,5-b]pyridin-3(2H)-yl)cyclobutyl)carbamate), Br (hydrogen bromide). The solvent is C(C)(=O)O (acetic acid). Conditions: time 1 hour. The product is N[C@@H]1C[C@H](C1)N1C(OC=2C1=NC=CC2)=O (3-(trans-3-aminocyclobutyl)oxazolo[4,5-b]pyridin-2(3H)-one). Reaction SMILES: [O:1]=[C:2]1[N:10]([C@H:11]2[CH2:14][C@H:13]([NH:15]C(=O)OCC3C=CC=CC=3)[CH2:12]2)[C:5]2=[N:6][CH:7]=[CH:8][CH:9]=[C:4]2[O:3]1.Br>C(O)(=O)C>[NH2:15][C@H:13]1[CH2:14][C@H:11]([N:10]2[C:5]3=[N:6][CH:7]=[CH:8][CH:9]=[C:4]3[O:3][C:2]2=[O:1])[CH2:12]1. Reported procedure: To a solution of benzyl (trans-3-(2-oxooxazolo[4,5-b]pyridin-3(2H)-yl)cyclobutyl)carbamate (0.225 g, 0.666 mmol) in acetic acid (1 mL) was added hydrogen bromide (33 wt. % in acetic acid, 2 ml, 36.8 mmol). The resulting mixture was stirred at room temperature for 1 hour. The mixture was quenched with addition of 1N sodium hydroxide solution and rotovapped and dried by vacuum pump overnight. The reactants are F[B-](F)(F)F, CCC(=O)O, CCN(C(C)C)C(C)C, Cl, Cl, Cl, [Na+], O=C([O-])O, CN(C)C=O, CN(C)C(On1nnc2ccccc21)=[N+](C)C, NC1CCC(CCN2CCN(c3nccc4occc34)CC2)CC1. Product: CCC(=O)NC1CCC(CCN2CCN(c3nccc4occc34)CC2)CC1. Reaction SMILES: [B-:42]([F:43])([F:44])([F:45])[F:46].[CH3:28][CH2:29][C:30]([OH:31])=[O:32].[CH:33]([N:34]([CH2:35][CH3:36])[CH:37]([CH3:38])[CH3:39])([CH3:40])[CH3:41].[ClH:1].[ClH:2].[ClH:3].[Na+:68].[O-:64][C:65]([OH:66])=[O:67].[O:69]=[CH:70][N:71]([CH3:72])[CH3:73].[n:47]1([O:48][C:49]([N:50]([CH3:51])[CH3:52])=[N+:53]([CH3:54])[CH3:55])[c:56]2[cH:57][cH:58][cH:59][cH:60][c:61]2[n:62][n:63]1.[o:4]1[cH:5][cH:6][c:7]2[c:8]([N:13]3[CH2:14][CH2:15][N:16]([CH2:19][CH2:20][CH:21]4[CH2:22][CH2:23][CH:24]([NH2:27])[CH2:25][CH2:26]4)[CH2:17][CH2:18]3)[n:9][cH:10][cH:11][c:12]12>>[o:4]1[cH:5][cH:6][c:7]2[c:8]([N:13]3[CH2:14][CH2:15][N:16]([CH2:19][CH2:20][CH:21]4[CH2:22][CH2:23][CH:24]([NH:27][C:30]([CH2:29][CH3:28])=[O:31])[CH2:25][CH2:26]4)[CH2:17][CH2:18]3)[n:9][cH:10][cH:11][c:12]12. Starting materials: CCC(=O)NC1CC(n2cnc3c(NC(c4ccc(OC)cc4)c4ccc(OC)cc4)nc(Cl)nc32)C(O)C1O, CC(C)O, NN, O, O. Yields the product CCC(=O)NC1CC(n2cnc3c(NC(c4ccc(OC)cc4)c4ccc(OC)cc4)nc(NN)nc32)C(O)C1O. RXN SMILES: [CH3:1][O:2][c:3]1[cH:4][cH:5][c:6]([CH:9]([c:10]2[cH:11][cH:12][c:13]([O:16][CH3:17])[cH:14][cH:15]2)[NH:18][c:19]2[c:20]3[n:21][cH:22][n:23]([CH:29]4[CH:30]([OH:40])[CH:31]([OH:39])[CH:32]([NH:34][C:35]([CH2:36][CH3:37])=[O:38])[CH2:33]4)[c:24]3[n:25][c:26]([Cl:28])[n:27]2)[cH:7][cH:8]1.[CH:44]([OH:45])([CH3:46])[CH3:47].[NH2:42][NH2:43].[OH2:41].[OH2:48]>>[CH3:1][O:2][c:3]1[cH:4][cH:5][c:6]([CH:9]([c:10]2[cH:11][cH:12][c:13]([O:16][CH3:17])[cH:14][cH:15]2)[NH:18][c:19]2[c:20]3[n:21][cH:22][n:23]([CH:29]4[CH:30]([OH:40])[CH:31]([OH:39])[CH:32]([NH:34][C:35]([CH2:36][CH3:37])=[O:38])[CH2:33]4)[c:24]3[n:25][c:26]([NH:42][NH2:43])[n:27]2)[cH:7][cH:8]1. The reactants are FC1=NC(=CC=C1)F (2,6-difluoro-pyridine), ClC1=CC=C(CN)C=C1 (4-chloro-benzylamine), C(C)(C)N(C(C)C)CC (N,N-diisopropylethylamine), O (water). The solvent is CN1C(CCC1)=O (N-methylpyrrolidone). Run at temperature 90 celsius, time 8 hour. Product: ClC1=CC=C(CNC2=NC(=CC=C2)F)C=C1 ((4-chloro-benzyl)-(6-fluoro-pyridin-2-yl)-amine). Yield: 67.9%. Reaction SMILES: F[C:2]1[CH:7]=[CH:6][CH:5]=[C:4]([F:8])[N:3]=1.[Cl:9][C:10]1[CH:17]=[CH:16][C:13]([CH2:14][NH2:15])=[CH:12][CH:11]=1.C(N(CC)C(C)C)(C)C.O>CN1CCCC1=O>[Cl:9][C:10]1[CH:17]=[CH:16][C:13]([CH2:14][NH:15][C:2]2[CH:7]=[CH:6][CH:5]=[C:4]([F:8])[N:3]=2)=[CH:12][CH:11]=1. Procedure: To 2,6-difluoro-pyridine (49, 3.80 g, 33.0 mmol) in 20.0 mL of N-methylpyrrolidone, 4-chloro-benzylamine (50, 5.6 mL, 46.0 mmol) and N,N-diisopropylethylamine (10.0 mL, 57.4 mmol) were added. The reaction was stirred at 90° C. overnight, then poured into water and extracted with ethyl acetate. The organic layer was dried over sodium sulfate, filtered and the filtrate concentrated under vacuum. The resulting material was purified by silica gel column chromatography, eluting with 25% ethyl acetate... Starting materials: COC=1C(=C(C=CC1)NC)[N+](=O)[O-] ((3-methoxy-2-nitrophenyl)-methylamine), C(C)(=O)OCC (ethyl acetate). Reagents/catalysts: [Pd] (Pd/C). Reaction conditions: time 4.5 hour. Product: COC1=C(C(=CC=C1)N)NC (3-methoxy-N′-methylbenzene-1,2-diamine). RXN SMILES: [CH3:1][O:2][C:3]1[C:4]([N+:11]([O-])=O)=[C:5]([NH:9]C)[CH:6]=[CH:7][CH:8]=1.[C:14](OCC)(=O)C>[Pd]>[CH3:1][O:2][C:3]1[CH:8]=[CH:7][CH:6]=[C:5]([NH2:9])[C:4]=1[NH:11][CH3:14]. Procedure details: 7.4 g (3-methoxy-2-nitrophenyl)-methylamine are suspended in 150 ml of ethyl acetate and hydrogenated with 1 g Pd/C 10% at a pressure of 50 psi and at ambient temperature. After 4.5 hours the catalyst is suction filtered and the filtrate is evaporated to dryness. 5.9 g of the product are obtained as an oil. Starting materials: BrCc1ccccc1 (BnBr), CC(C)(C)OC(=O)N1CCN(CC1)c2ccc(NC(=O)c3oc(cc3)c4ccc(Cl)cc4)cc2 (p-Cl Core). The reagents and catalysts are O=S(=O)(O)O (H2SO4), CCN=P(N=P(N(C)C)(N(C)C)N(C)C)(N(C)C)N(C)C (P2-Et). The solvent is COCCOCCOC (diglyme), CN(C)C=O (DMF), CN(C)C=O (DMF), CN(C)C=O (DMF). Conditions: temperature 23 celsius, time 20 hour. Product: Clc1ccc(cc1)c2oc(cc2)C(=O)N(Cc3ccccc3)c4ccc(cc4)N5CCNCC5 (MK2_Alk_11), CC(C)(C)OC(=O)N1CCN(CC1)c2ccc(NC(=O)c3oc(cc3)c4ccc(Cl)cc4)cc2 (p-Cl Core), CC(C)(C)OC(=O)N1CCN(CC1)c2ccc(NC(=O)c3oc(cc3)c4ccc(Cl)cc4)cc2 (MK2_Core_Cl). Yield: 67.0%. Starting materials: NC(C(=O)NC=1SC(=C(N1)C1=CC=CC=C1)CC1=CC=CC=C1)(C)C (2-Amino-N-(benzyl-4-phenyl-thiazol-2-yl)-2-methyl-propionamide), C=1(C(=CC=CC1)N=C=O)C (o-tolyl isocyanate). Run in C(Cl)Cl (DCM). Product: C(C1=CC=CC=C1)C1=C(N=C(S1)NC(C(C)(NC(=O)NC1=C(C=CC=C1)C)C)=O)C1=CC=CC=C1 (N-(5-Benzyl-4-phenyl-thiazol-2-yl)-2-methyl-2-(3-o-tolyl-ureido)-propionamide). As a reaction SMILES: [NH2:1][C:2]([CH3:25])([CH3:24])[C:3]([NH:5][C:6]1[S:7][C:8]([CH2:17][C:18]2[CH:23]=[CH:22][CH:21]=[CH:20][CH:19]=2)=[C:9]([C:11]2[CH:16]=[CH:15][CH:14]=[CH:13][CH:12]=2)[N:10]=1)=[O:4].[C:26]1([CH3:35])[C:27]([N:32]=[C:33]=[O:34])=[CH:28][CH:29]=[CH:30][CH:31]=1>C(Cl)Cl>[CH2:17]([C:8]1[S:7][C:6]([NH:5][C:3](=[O:4])[C:2]([CH3:25])([NH:1][C:33]([NH:32][C:27]2[CH:28]=[CH:29][CH:30]=[CH:31][C:26]=2[CH3:35])=[O:34])[CH3:24])=[N:10][C:9]=1[C:11]1[CH:16]=[CH:15][CH:14]=[CH:13][CH:12]=1)[C:18]1[CH:23]=[CH:22][CH:21]=[CH:20][CH:19]=1. Procedure: 2-Amino-N-(benzyl-4-phenyl-thiazol-2-yl)-2-methyl-propionamide (100 mg, 0.3 mmol) and o-tolyl isocyanate (36 mg, 0.3 mmol) were stirred as a solution in DCM (5 mL). Purification via HPLC afforded the title compound. 1H NMR (400 MHz, CHLOROFORM-D) δ 1.58 (s, 6H) 2.22 (s, 3H) 4.13 (s, 2H) 5.76 (s, 1H) 7.15, (s, 5H) 7.32 (s, 4H) 7.50 (s, 6H). m/z 485.2 (MH+).